This data is from the Open Reaction Database (ORD), a public repository of structured organic reaction records. The task is: describe an organic reaction: reactants, conditions, products, and yield Reactants: FC1CNCCC1N1C(NC2=C(CC1)C=C(C=C2)OC)=O (3-(3-fluoro-piperidin-4-yl)-7-methoxy-1,3,4,5-tetrahydro-benzo[d]-[1,3]diazepin-2-one), ClC1=CC(=NC(=N1)C)C(=O)C1=CC2=C(N(C(O2)=O)C)C(=C1)C (6-(6-chloro-2-methyl-pyrimidine-4-carbonyl)-3,4-dimethyl-3H-benzoxazol-2-one), CCN(C(C)C)C(C)C (DIPEA). Run in CN(C)C=O (DMF). Run at time 8 hour. Product: CN1C(OC2=C1C(=CC(=C2)C(=O)C2=CC(=NC(=N2)C)N2CC(C(CC2)N2C(NC1=C(CC2)C=C(C=C1)OC)=O)F)C)=O (3-{1-[6-(3,4-dimethyl-2-oxo-2,3-dihydro-benzoxazole-6-carbonyl)-2-methyl-pyrimidin-4-yl]-3-fluoro-piperidin-4-yl}-7-methoxy-1,3,4,5-tetrahydro-benzo[d][1,3]diazepin-2-one). Reaction SMILES: [F:1][CH:2]1[CH:7]([N:8]2[CH2:14][CH2:13][C:12]3[CH:15]=[C:16]([O:19][CH3:20])[CH:17]=[CH:18][C:11]=3[NH:10][C:9]2=[O:21])[CH2:6][CH2:5][NH:4][CH2:3]1.Cl[C:23]1[N:28]=[C:27]([CH3:29])[N:26]=[C:25]([C:30]([C:32]2[CH:42]=[C:41]([CH3:43])[C:35]3[N:36]([CH3:40])[C:37](=[O:39])[O:38][C:34]=3[CH:33]=2)=[O:31])[CH:24]=1.CCN(C(C)C)C(C)C>CN(C=O)C>[CH3:40][N:36]1[C:35]2[C:41]([CH3:43])=[CH:42][C:32]([C:30]([C:25]3[N:26]=[C:27]([CH3:29])[N:28]=[C:23]([N:4]4[CH2:5][CH2:6][CH:7]([N:8]5[CH2:14][CH2:13][C:12]6[CH:15]=[C:16]([O:19][CH3:20])[CH:17]=[CH:18][C:11]=6[NH:10][C:9]5=[O:21])[CH:2]([F:1])[CH2:3]4)[CH:24]=3)=[O:31])=[CH:33][C:34]=2[O:38][C:37]1=[O:39]. Procedure details: 82 mg (0.28 mmol) 3-(3-fluoro-piperidin-4-yl)-7-methoxy-1,3,4,5-tetrahydro-benzo[d]-[1,3]diazepin-2-one, 85 mg (0.27 mmol) 6-(6-chloro-2-methyl-pyrimidine-4-carbonyl)-3,4-dimethyl-3H-benzoxazol-2-one and 0.10 mL (0.56 mmol) DIPEA were combined in 2 mL DMF and stirred overnight at RT. Then the reaction mixture was purified by preparative HPLC-MS. The fractions containing the product were combined and the organic solvent was evaporated down. The residue was neutralised with 4N aqueous sodium hydro... Procedure: To a solution of 995 mg (2.32 mmol) of 5-bromo-2-[4-chloro-2-fluoro-5-(2-propynyloxy)phenyl]-4,5,6,7-tetrahydro-6-hydroxy-1H-isoindole-1,3(2H)-dione in 15 mL of dichloromethane was added 430 μL of DAST at 0° C. The mixture was stirred at the same temperature for 1 h. The reaction mixture was then poured into 50 mL of cold water. The aqueous layer was extracted with three 50 mL portions of ethyl acetate. The organic layers were dried (MgSO4) and concentrated under reduced pressure. The crude prod... Solvent: ClCCl (dichloromethane). Run at time 1 hour. Starting materials: BrC1CC=2C(N(C(C2CC1O)=O)C1=C(C=C(C(=C1)OCC#C)Cl)F)=O (5-bromo-2-[4-chloro-2-fluoro-5-(2-propynyloxy)phenyl]-4,5,6,7-tetrahydro-6-hydroxy-1H-isoindole-1,3(2H)-dione), CCN(CC)S(F)(F)F (DAST), O (water). Reaction SMILES: [Br:1][CH:2]1[CH:10](O)[CH2:9][C:8]2[C:7](=[O:12])[N:6]([C:13]3[CH:18]=[C:17]([O:19][CH2:20][C:21]#[CH:22])[C:16]([Cl:23])=[CH:15][C:14]=3[F:24])[C:5](=[O:25])[C:4]=2[CH2:3]1.CCN(S(F)(F)[F:32])CC.O>ClCCl>[Br:1][CH:2]1[CH:10]([F:32])[CH2:9][C:8]2[C:7](=[O:12])[N:6]([C:13]3[CH:18]=[C:17]([O:19][CH2:20][C:21]#[CH:22])[C:16]([Cl:23])=[CH:15][C:14]=3[F:24])[C:5](=[O:25])[C:4]=2[CH2:3]1. Product: BrC1CC=2C(N(C(C2CC1F)=O)C1=C(C=C(C(=C1)OCC#C)Cl)F)=O (5-bromo-2-[4-chloro-2-fluoro-5-(2-propynyloxy)phenyl]6-fluoro-4,5,6,7-tetrahydro-1H-isoindole-1.3(2H)-dione). Reactants: CCOC(=O)C(CCc1ccccc1)NCC(=O)N1CC2(CCSC2)CC1C(=O)O, [Na+], [OH-]. Product: O=C(O)C(CCc1ccccc1)NCC(=O)N1CC2(CCSC2)CC1C(=O)O. Reaction SMILES: [C:1](=[O:2])([O:3][CH2:4][CH3:5])[CH:6]([CH2:7][CH2:8][c:9]1[cH:10][cH:11][cH:12][cH:13][cH:14]1)[NH:15][CH2:16][C:17](=[O:18])[N:19]1[CH2:20][C:21]2([CH2:22][CH2:23][S:24][CH2:25]2)[CH2:26][CH:27]1[C:28](=[O:29])[OH:30].[Na+:32].[OH-:31]>>[C:1](=[O:2])([OH:3])[CH:6]([CH2:7][CH2:8][c:9]1[cH:10][cH:11][cH:12][cH:13][cH:14]1)[NH:15][CH2:16][C:17](=[O:18])[N:19]1[CH2:20][C:21]2([CH2:22][CH2:23][S:24][CH2:25]2)[CH2:26][CH:27]1[C:28](=[O:29])[OH:30]. The reactants are Oc1cccc(Br)c1, BrC1CC1, CCOCC, [K+], [K+], O=C([O-])[O-], CN(C)C=O, O. Product: Brc1cccc(OC2CC2)c1. Reaction SMILES: [Br:1][c:2]1[cH:3][c:4]([OH:8])[cH:5][cH:6][cH:7]1.[Br:9][CH:10]1[CH2:11][CH2:12]1.[CH3:25][CH2:26][O:27][CH2:28][CH3:29].[K+:13].[K+:14].[O-:15][C:16]([O-:17])=[O:18].[O:20]=[CH:21][N:22]([CH3:23])[CH3:24].[OH2:19]>>[Br:1][c:2]1[cH:3][c:4]([O:8][CH:10]2[CH2:11][CH2:12]2)[cH:5][cH:6][cH:7]1. Reactants: [Al+3], [H-], [H-], [H-], [H-], [Li+], N#CC1(c2ccccc2)CC1. The product is NCC1(c2ccccc2)CC1. As a reaction SMILES: [Al+3:2].[H-:1].[H-:4].[H-:5].[H-:6].[Li+:3].[c:7]1([C:13]2([C:16]#[N:17])[CH2:14][CH2:15]2)[cH:8][cH:9][cH:10][cH:11][cH:12]1>>[c:7]1([C:13]2([CH2:16][NH2:17])[CH2:14][CH2:15]2)[cH:8][cH:9][cH:10][cH:11][cH:12]1.